Dataset: the Open Reaction Database (ORD), a public repository of structured organic reaction records. Task: describe an organic reaction: reactants, conditions, products, and yield Reactants: C1(=CC=CC=C1)C1(CC=CC1=O)C1=CC=CC=C1 (5,5-diphenyl-2-cyclopenten-1-one), [Cl-].[Cl-].[Cl-].[Ce+3] (cerium trichloride), [BH4-].[Na+] (sodium borohydride), [Cl-].[Cl-].[Cl-].[Ce+3] (cerium trichloride), [BH4-].[Na+] (sodium borohydride), O (water). The solvent is CO (methanol), C(Cl)Cl (methylene chloride), C(C)O (ethanol). The product is C1(=CC=CC=C1)C1(CC=CC1O)C1=CC=CC=C1 (5,5-diphenyl-2-cyclopenten-1-ol). Isolated yield 82.3%. As a reaction SMILES: [C:1]1([C:7]2([C:13]3[CH:18]=[CH:17][CH:16]=[CH:15][CH:14]=3)[C:11](=[O:12])[CH:10]=[CH:9][CH2:8]2)[CH:6]=[CH:5][CH:4]=[CH:3][CH:2]=1.[Cl-].[Cl-].[Cl-].[Ce+3].[BH4-].[Na+].O>CO.C(Cl)Cl.C(O)C>[C:1]1([C:7]2([C:13]3[CH:18]=[CH:17][CH:16]=[CH:15][CH:14]=3)[CH:11]([OH:12])[CH:10]=[CH:9][CH2:8]2)[CH:2]=[CH:3][CH:4]=[CH:5][CH:6]=1 |f:1.2.3.4,5.6|. Procedure details: To a solution of 5,5-diphenyl-2-cyclopenten-1-one (1.0 g) and cerium trichloride 7 hydrate (1.59 g) in methanol (10 ml) and methylene chloride (4 ml) was added dropwise a solution of sodium borohydride (0.16 g) in ethanol (6 ml) at 0° C. to 3° C. To the reaction mixture, cerium trichloride 7 hydrate (0.80 g) and sodium borohydride (0.08 g) were added 4 times an hour. After the reaction finished, cold water (30 ml) was added, and the mixture was extracted with chloroform. The extract was washed w... The reactants are [H-].[Na+] (NaH), BrC1=CC=C(C=C1)CCO (2-(4-bromophenyl)ethanol), C(#N)C=1C=C(C=CC1S(=O)(=O)CC)NC(OC1=CC=CC=C1)=O (phenyl 3-cyano-4-(ethylsulfonyl)phenylcarbamate). Solvent: C1CCOC1 (THF), C1CCOC1 (THF). Reaction conditions: temperature -40 celsius, time 10 minute. Product: C(#N)C=1C=C(C=CC1S(=O)(=O)CC)NC(OCCC1=CC=C(C=C1)Br)=O (4-bromophenethyl 3-cyano-4-(ethylsulfonyl)phenylcarbamate). Yield: 99.4%. As a reaction SMILES: [H-].[Na+].[Br:3][C:4]1[CH:9]=[CH:8][C:7]([CH2:10][CH2:11][OH:12])=[CH:6][CH:5]=1.[C:13]([C:15]1[CH:16]=[C:17]([NH:26][C:27](=O)[O:28]C2C=CC=CC=2)[CH:18]=[CH:19][C:20]=1[S:21]([CH2:24][CH3:25])(=[O:23])=[O:22])#[N:14]>C1COCC1>[C:13]([C:15]1[CH:16]=[C:17]([NH:26][C:27](=[O:28])[O:12][CH2:11][CH2:10][C:7]2[CH:8]=[CH:9][C:4]([Br:3])=[CH:5][CH:6]=2)[CH:18]=[CH:19][C:20]=1[S:21]([CH2:24][CH3:25])(=[O:23])=[O:22])#[N:14] |f:0.1|. Procedure: NaH (138 mg, 3.45 mmol, 60% dispersion in oil) was added to a solution of 2-(4-bromophenyl)ethanol (833 mg, 4.1 mmol) in THF (7 mL) at 0° C. and stirred for 10 min. The mixture was cooled to −40° C. and 25A (500 mg, 1.38 mmol) in THF (7 mL) was added. After stirring warming to 0° C. over 1 h and stirring at 0° C. for 3 h the mixture was partitioned between EtOAc and brine (100 mL each). The layers were separated and the organic layer washed with 5% NaOH, brine and concentrated in vacuo. The crud... RXN SMILES: [C:14](=[O:15])([O-:16])[O-:17].[C:1](#[N:2])[CH2:3][n:4]1[n:5][cH:6][c:7]([C:9](=[O:10])[O:11][CH2:12][CH3:13])[cH:8]1.[CH3:23][CH2:24][OH:25].[ClH:20].[K+:18].[K+:19].[NH2:21][OH:22]>>[C:1]([NH2:2])([CH2:3][n:4]1[n:5][cH:6][c:7]([C:9](=[O:10])[O:11][CH2:12][CH3:13])[cH:8]1)=[N:21][OH:22]. The product is CCOC(=O)c1cnn(CC(N)=NO)c1. Reactants: O=C([O-])[O-], CCOC(=O)c1cnn(CC#N)c1, CCO, Cl, [K+], [K+], NO. Reactants: COC1=C(C2=C(C=C(CCC2)C(=O)O)C=C1)OC (3,4-dimethoxy-6,7-dihydro-5H-benzocycloheptene-8-carboxylic acid), COC=1C=C(C(=O)N2CCNCC2)C=C(C1OC)OC (1-(3,4,5-trimethoxy-benzoyl)piperazine). The product is COC1=C(C2=C(C=C(CCC2)C(=O)N2CCN(CC2)C(C2=CC(=C(C(=C2)OC)OC)OC)=O)C=C1)OC (1-(3,4-dimethoxy-6,7-dihydro-5H-benzocyclohepten-8-ylcarbonyl)-4-(3,4,5-trimethoxybenzoyl)piperazine). Reaction SMILES: [CH3:1][O:2][C:3]1[CH:16]=[CH:15][C:6]2[CH:7]=[C:8]([C:12]([OH:14])=O)[CH2:9][CH2:10][CH2:11][C:5]=2[C:4]=1[O:17][CH3:18].[CH3:19][O:20][C:21]1[CH:22]=[C:23]([CH:32]=[C:33]([O:37][CH3:38])[C:34]=1[O:35][CH3:36])[C:24]([N:26]1[CH2:31][CH2:30][NH:29][CH2:28][CH2:27]1)=[O:25]>>[CH3:1][O:2][C:3]1[CH:16]=[CH:15][C:6]2[CH:7]=[C:8]([C:12]([N:29]3[CH2:30][CH2:31][N:26]([C:24](=[O:25])[C:23]4[CH:32]=[C:33]([O:37][CH3:38])[C:34]([O:35][CH3:36])=[C:21]([O:20][CH3:19])[CH:22]=4)[CH2:27][CH2:28]3)=[O:14])[CH2:9][CH2:10][CH2:11][C:5]=2[C:4]=1[O:17][CH3:18]. Procedure details: In a manner as that described in Example 62, 3,4-dimethoxy-6,7-dihydro-5H-benzocycloheptene-8-carboxylic acid and 1-(3,4,5-trimethoxy-benzoyl)piperazine are subjected to amidation to give 1-(3,4-dimethoxy-6,7-dihydro-5H-benzocyclohepten-8-ylcarbonyl)-4-(3,4,5-trimethoxybenzoyl)piperazine. This product is recrystallized from ethyl acetate to give colorless prisms, m.p. 133°-134° C. The reactants are COC(=O)c1ccc(-c2nnc(CCCc3ccccc3)o2)cc1, [Li+], [OH-]. The product is O=C(O)c1ccc(-c2nnc(CCCc3ccccc3)o2)cc1. RXN SMILES: [CH3:1][O:2][C:3]([c:4]1[cH:5][cH:6][c:7](-[c:10]2[o:11][c:12]([CH2:15][CH2:16][CH2:17][c:18]3[cH:19][cH:20][cH:21][cH:22][cH:23]3)[n:13][n:14]2)[cH:8][cH:9]1)=[O:24].[Li+:25].[OH-:26]>>[O:2]=[C:3]([c:4]1[cH:5][cH:6][c:7](-[c:10]2[o:11][c:12]([CH2:15][CH2:16][CH2:17][c:18]3[cH:19][cH:20][cH:21][cH:22][cH:23]3)[n:13][n:14]2)[cH:8][cH:9]1)[OH:24]. Reported procedure: Following Step 1 from General Procedure A, 3-bromothiophene-2-carboxylic acid (1.3 g, 6.3 mmol) was reacted with 2,3-difluoro-4-methoxyaniline (960 mg, 7.5 mmol) to afford the desired product (2.2 g, >99%): ESI MS m/z 349 [C12H8BrF2NO2S+H]+. The yield is 100.3%. Reaction SMILES: [Br:1][C:2]1[CH:6]=[CH:5][S:4][C:3]=1[C:7]([OH:9])=O.[F:10][C:11]1[C:17]([F:18])=[C:16]([O:19][CH3:20])[CH:15]=[CH:14][C:12]=1[NH2:13]>>[Br:1][C:2]1[CH:6]=[CH:5][S:4][C:3]=1[C:7]([NH:13][C:12]1[CH:14]=[CH:15][C:16]([O:19][CH3:20])=[C:17]([F:18])[C:11]=1[F:10])=[O:9]. Yields the product BrC1=C(SC=C1)C(=O)NC1=C(C(=C(C=C1)OC)F)F (3-Bromo-N-(2,3-difluoro-4-methoxyphenyl)thiophene-2-carboxamide). The reactants are BrC1=C(SC=C1)C(=O)O (3-bromothiophene-2-carboxylic acid), FC1=C(N)C=CC(=C1F)OC (2,3-difluoro-4-methoxyaniline). Reactants: COC(=O)CCCCCCC1=C(C#N)C(O)CC1=O, CC(=O)O, Cl, [Zn]. Product: COC(=O)CCCCCCC1C(=O)CC(O)C1C#N. As a reaction SMILES: [C:1](=[O:2])([O:3][CH3:4])[CH2:5][CH2:6][CH2:7][CH2:8][CH2:9][CH2:10][C:11]1=[C:15]([C:16]#[N:17])[CH:14]([OH:18])[CH2:13][C:12]1=[O:19].[CH3:22][C:23](=[O:24])[OH:25].[ClH:20].[Zn:21]>>[C:1](=[O:2])([O:3][CH3:4])[CH2:5][CH2:6][CH2:7][CH2:8][CH2:9][CH2:10][CH:11]1[C:12](=[O:19])[CH2:13][CH:14]([OH:18])[CH:15]1[C:16]#[N:17]. The solvent is CN(C=O)C (dimethylformamide), O (water), O (water). The reactants are C(C)(C)(C)OC(C(=O)OCC)C1=C(SC(=C1B1OC(C(O1)(C)C)(C)C)C)C (ethyl 2-(tert-butoxy)-2-[2,5-dimethyl-4-(tetramethyl-1,3,2-dioxaborolan-2-yl)thiophen-3-yl]acetate), FC(S(=O)(=O)OC1=CC=2CCCCC2C=C1)(F)F (5,6,7,8-tetrahydronaphthalen-2-yl trifluoromethanesulfonate), C([O-])([O-])=O.[Na+].[Na+] (sodium carbonate). As a reaction SMILES: [C:1]([O:5][CH:6]([C:12]1[C:16](B2OC(C)(C)C(C)(C)O2)=[C:15]([CH3:26])[S:14][C:13]=1[CH3:27])[C:7]([O:9][CH2:10][CH3:11])=[O:8])([CH3:4])([CH3:3])[CH3:2].FC(F)(F)S(O[C:34]1[CH:43]=[CH:42][C:41]2[CH2:40][CH2:39][CH2:38][CH2:37][C:36]=2[CH:35]=1)(=O)=O.C(=O)([O-])[O-].[Na+].[Na+]>CN(C)C=O.O.C1C=CC([P]([Pd]([P](C2C=CC=CC=2)(C2C=CC=CC=2)C2C=CC=CC=2)([P](C2C=CC=CC=2)(C2C=CC=CC=2)C2C=CC=CC=2)[P](C2C=CC=CC=2)(C2C=CC=CC=2)C2C=CC=CC=2)(C2C=CC=CC=2)C2C=CC=CC=2)=CC=1>[C:1]([O:5][CH:6]([C:12]1[C:16]([C:34]2[CH:43]=[CH:42][C:41]3[CH2:40][CH2:39][CH2:38][CH2:37][C:36]=3[CH:35]=2)=[C:15]([CH3:26])[S:14][C:13]=1[CH3:27])[C:7]([O:9][CH2:10][CH3:11])=[O:8])([CH3:2])([CH3:3])[CH3:4] |f:2.3.4,^1:61,63,82,101|. Procedure: Under argon atmosphere, ethyl 2-(tert-butoxy)-2-[2,5-dimethyl-4-(tetramethyl-1,3,2-dioxaborolan-2-yl)thiophen-3-yl]acetate (28f) (50 mg, 0.12 mmol), 5,6,7,8-tetrahydronaphthalen-2-yl trifluoromethanesulfonate (39a) (41.4 mg, 0.15 mmol) and sodium carbonate (13.7 mg, 0.13 mmol) were dissolved in dimethylformamide (2.5 mL) and water (0.85 mL). The solution was degassed under argon for 10 minutes and Tetrakis(triphenylphosphine)palladium (28.5 mg, 0.02 mmol) was added. The reaction was heated and s... The product is C(C)(C)(C)OC(C(=O)OCC)C1=C(SC(=C1C1=CC=2CCCCC2C=C1)C)C (ethyl 2-(tert-butoxy)-2-[2,5-dimethyl-4-(5,6,7,8-tetrahydronaphthalen-2-yl)thiophen-3-yl]acetate). Yield: 83.3%. Reaction conditions: temperature 100 celsius, time 4 hour. Reagents/catalysts: C=1C=CC(=CC1)[P](C=2C=CC=CC2)(C=3C=CC=CC3)[Pd]([P](C=4C=CC=CC4)(C=5C=CC=CC5)C=6C=CC=CC6)([P](C=7C=CC=CC7)(C=8C=CC=CC8)C=9C=CC=CC9)[P](C=1C=CC=CC1)(C=1C=CC=CC1)C=1C=CC=CC1 (Tetrakis(triphenylphosphine)palladium). The reactants are C(C)(=O)OCC (ethyl acetate), CI (methyl iodide), C([O-])([O-])=O.[K+].[K+] (potassium carbonate), OC1=C2C=CN=CC2=CC=C1 (5-hydroxyisoquinoline). The solvent is CN(C)C=O (DMF). Reaction conditions: time 8 hour. Yields the product COC1=C2C=CN=CC2=CC=C1 (5-methoxyisoquinoline). As a reaction SMILES: [OH:1][C:2]1[CH:11]=[CH:10][CH:9]=[C:8]2[C:3]=1[CH:4]=[CH:5][N:6]=[CH:7]2.CI.[C:14](=O)([O-])[O-].[K+].[K+].C(OCC)(=O)C>CN(C=O)C>[CH3:14][O:1][C:2]1[CH:11]=[CH:10][CH:9]=[C:8]2[C:3]=1[CH:4]=[CH:5][N:6]=[CH:7]2 |f:2.3.4|. Procedure details: 5.6 g (38.6 mmol) of 5-hydroxyisoquinoline was dissolved in 70 ml of DMF. 2.63 ml (38.6 mmol) of methyl iodide and 7.99 g (57.9 mmol) of potassium carbonate were added to the obtained solution, and they were stirred at room temperature overnight. After the treatment with ethyl acetate as the extracting solvent in an ordinary manner, the crude product was obtained. It was purified by the silica gel column chromatography to obtain the title compound.